Dataset: the Open Reaction Database (ORD), a public repository of structured organic reaction records. Task: describe an organic reaction: reactants, conditions, products, and yield Starting materials: NC=1N=C(C2=C(N1)NCC(C2)CCC=2C=C(NC2)C(=O)O)O (4-[2-(2-amino-4-hydroxy-5,6,7,8-tetrahydropyrido[2,3-d]pyrimidin-6yl)ethyl]pyrrole-2-carboxylic acid), ClC1=NC(=NC(=N1)OC)OC (2-chloro-4,6-dimethoxy-1,3,5-triazine), CN1CCOCC1 (4-methylmorpholine), Cl.N[C@@H](CCC(=O)OC)C(=O)OC (Dimethyl L-glutamate hydrochloride), CN1CCOCC1 (4-methylmorpholine). Run in CN(C)C=O (DMF). Conditions: time 8 hour. Product: NC=1N=C(C2=C(N1)NCC(C2)CCC=2C=C(NC2)C(=O)N[C@@H](CCC(=O)OC)C(=O)OC)O (dimethyl N-{4-[2-(amino-4-hydroxy-5,6,7,8-tetrahydropyrido[2,3-d]pyrimidin-6-yl)ethyl]pyrrol-2-ylcarbonyl}-L-glutamate). Yield: 66.0%. RXN SMILES: [NH2:1][C:2]1[N:3]=[C:4]([OH:22])[C:5]2[CH2:11][CH:10]([CH2:12][CH2:13][C:14]3[CH:15]=[C:16]([C:19]([OH:21])=O)[NH:17][CH:18]=3)[CH2:9][NH:8][C:6]=2[N:7]=1.ClC1N=C(OC)N=C(OC)N=1.CN1CCOCC1.Cl.[NH2:42][C@H:43]([C:50]([O:52][CH3:53])=[O:51])[CH2:44][CH2:45][C:46]([O:48][CH3:49])=[O:47]>CN(C=O)C>[NH2:1][C:2]1[N:3]=[C:4]([OH:22])[C:5]2[CH2:11][CH:10]([CH2:12][CH2:13][C:14]3[CH:15]=[C:16]([C:19]([NH:42][C@H:43]([C:50]([O:52][CH3:53])=[O:51])[CH2:44][CH2:45][C:46]([O:48][CH3:49])=[O:47])=[O:21])[NH:17][CH:18]=3)[CH2:9][NH:8][C:6]=2[N:7]=1 |f:3.4|. Reported procedure: A solution of 4-[2-(2-amino-4-hydroxy-5,6,7,8-tetrahydropyrido[2,3-d]pyrimidin-6yl)ethyl]pyrrole-2-carboxylic acid (152 mg, 0.5 mmol), 2-chloro-4,6-dimethoxy-1,3,5-triazine (98 mg, 0.55 mmol), and 4-methylmorpholine (0.066 mL, 0.6 mmol) in DMF (3 mL) was stirred at room temperature for 2 hours. Dimethyl L-glutamate hydrochloride (0.116 g, 0.55 mmol) and 4-methylmorpholine (0.066 mL, 0.6 mmol) were sequentially added and the mixture was stirred overnight at room temperature. The solvent was remov... Reactants: CCCC[N+](CCCC)(CCCC)CCCC, CN(C)CCNC(=O)c1cccc2nc3ccc4c(OCCO[Si](C)(C)C(C)(C)C)cccc4c3nc12, CCOC(C)=O, [F-], C1CCOC1. Yields the product CN(C)CCNC(=O)c1cccc2nc3ccc4c(OCCO)cccc4c3nc12. RXN SMILES: [CH2:39]([N+:40]([CH2:41][CH2:42][CH2:43][CH3:44])([CH2:45][CH2:46][CH2:47][CH3:48])[CH2:49][CH2:50][CH2:51][CH3:52])[CH2:53][CH2:54][CH3:55].[CH3:1][N:2]([CH2:3][CH2:4][NH:5][C:6](=[O:7])[c:8]1[cH:9][cH:10][cH:11][c:12]2[n:13][c:14]3[cH:15][cH:16][c:17]4[c:18]([c:19]3[n:20][c:21]12)[cH:22][cH:23][cH:24][c:25]4[O:26][CH2:27][CH2:28][O:29][Si:30]([C:31]([CH3:32])([CH3:33])[CH3:34])([CH3:35])[CH3:36])[CH3:37].[CH3:61][CH2:62][O:63][C:64](=[O:65])[CH3:66].[F-:38].[O:56]1[CH2:57][CH2:58][CH2:59][CH2:60]1>>[CH3:1][N:2]([CH2:3][CH2:4][NH:5][C:6](=[O:7])[c:8]1[cH:9][cH:10][cH:11][c:12]2[n:13][c:14]3[cH:15][cH:16][c:17]4[c:18]([c:19]3[n:20][c:21]12)[cH:22][cH:23][cH:24][c:25]4[O:26][CH2:27][CH2:28][OH:29])[CH3:37]. Solvent: O1CCCC1 (tetrahydrofuran). Run at time 5 hour. Reaction SMILES: [NH2:1][C:2]1[C:6]([CH3:7])=[CH:5][S:4][CH:3]=1.C1N=CN([C:13](N2C=NC=C2)=[S:14])C=1>O1CCCC1>[CH3:7][C:6]1[C:2]([N:1]=[C:13]=[S:14])=[CH:3][S:4][CH:5]=1. The product is CC=1C(=CSC1)N=C=S (4-Methyl-3-thienyl isothiocyanate). The reactants are NC1=CSC=C1C (3-amino-4-methylthiophene), C1=CN(C=N1)C(=S)N2C=CN=C2 (N,N′-thiocarbonyldiimidazole). Reported procedure: 4-Methyl-3-thienyl isothiocyanate is obtained by reacting equimolar amounts of 3-amino-4-methylthiophene and N,N′-thiocarbonyldiimidazole in anhydrous tetrahydrofuran (THF) by stirring the reaction mixture at room temperature for 5 hours and then allowing the mixture to stand at room temperature overnight. 4-Methyl-3-thienyl isothiocyanate is isolated by distillative removal of the solvent under reduced pressure using a rotary evaporator, dissolving the residue in ethyl acetate and washing the o... Starting materials: O=CC1=CC(O)=C(OC)C=C1 (Isovanillin), CC1=CC=C(C=C1)S(=O)(=O)OCCC#CCC (hex-3-ynyl 4-methylbenzenesulfonate). The product is C(CC#CCC)OC=1C=C(C=O)C=CC1OC (3-(hex-3-ynyloxy)-4-methoxybenzaldehyde). Isolated yield 49.9%. As a reaction SMILES: [O:1]=[CH:2][C:3]1[CH:11]=[CH:10][C:7]([O:8][CH3:9])=[C:5]([OH:6])[CH:4]=1.C[C:13]1[CH:18]=[CH:17][C:16](S(OCCC#CCC)(=O)=O)=[CH:15][CH:14]=1>>[CH2:17]([O:6][C:5]1[CH:4]=[C:3]([CH:11]=[CH:10][C:7]=1[O:8][CH3:9])[CH:2]=[O:1])[CH2:18][C:13]#[C:14][CH2:15][CH3:16]. Procedure details: Isovanillin (0.76 g, 5.0 mmol) was alkylated with hex-3-ynyl 4-methylbenzenesulfonate (1.9 g, 7.53 mmol) according to Procedure 4. The crude product was recrystallised from EtOAc/petrol to provide 3-(hex-3-ynyloxy)-4-methoxybenzaldehyde (0.58 g, 50%) as a colourless crystalline solid; mp 86.5-87.5° C.; δH (400 MHz, CDCl3) 1.13 (t, J=7.6 Hz, 3H, CH3), 2.17 (tq, J=7.6, 2.4 Hz, 2H, CH3CH2), 2.72 (tt, J=7.6, 2.4 Hz, 2H, OCH2CH2C), 3.95 (s, 3H, OCH3), 4.17 (t, J=7.6 Hz, 2H, OCH2), 6.98 (d, J5,6=8.0 H... The reactants are CC1=CC=2C3=C(NC2C=C1)C1CCN3CC1 (8-methyl-2,3,4,5-tetrahydro-1,4-ethanopyrido[3,2-b]indole), CC1=NC=C(C=C1)C=C (2-methyl-5-vinylpyridine). Yields the product CC1=CC=2C3=C(N(C2C=C1)CCC=1C=NC(=CC1)C)C1CCN3CC1 (8-methyl-5-[2-(6-methylpyridin-3-yl)ethyl]-2,3,4,5-tetrahydro-1,4-ethanopyrido[3,2-b]indole). RXN SMILES: [CH3:1][C:2]1[CH:10]=[CH:9][C:8]2[NH:7][C:6]3[CH:11]4[CH2:16][CH2:15][N:14]([C:5]=3[C:4]=2[CH:3]=1)[CH2:13][CH2:12]4.[CH3:17][C:18]1[CH:23]=[CH:22][C:21]([CH:24]=[CH2:25])=[CH:20][N:19]=1>>[CH3:1][C:2]1[CH:10]=[CH:9][C:8]2[N:7]([CH2:25][CH2:24][C:21]3[CH:20]=[N:19][C:18]([CH3:17])=[CH:23][CH:22]=3)[C:6]3[CH:11]4[CH2:16][CH2:15][N:14]([C:5]=3[C:4]=2[CH:3]=1)[CH2:13][CH2:12]4. Procedure: The coupling of 8-methyl-2,3,4,5-tetrahydro-1,4-ethanopyrido[3,2-b]indole (80 mg, 0.38 mmol; Example 211) and 2-methyl-5-vinylpyridine (85 mg, 0.71 mmol; prepared as described in International Publication No. WO 2001017968) was performed according to the procedure described in Example 106A to provide the title compound: 1H NMR (400 MHz, methanol-d4) δ ppm 0.87-1.08 (m, 2H), 1.64-1.87 (m, 2H), 2.39 (s, 3H), 2.41 (s, 3H), 2.42-2.52 (m, 2H), 3.07-3.20 (m, 5H), 4.38-4.52 (m, 2H), 6.93 (dd, J=8.2, 1....